Dataset: the Open Reaction Database (ORD), a public repository of structured organic reaction records. Task: describe an organic reaction: reactants, conditions, products, and yield RXN SMILES: [NH2:1][C:2]1[CH:11]=[CH:10][C:5]([C:6]([O:8][CH3:9])=[O:7])=[CH:4][C:3]=1[NH:12][CH2:13][C:14]([OH:17])([CH3:16])[CH3:15].[Br:18]Br>C(Cl)Cl>[NH2:1][C:2]1[C:3]([NH:12][CH2:13][C:14]([OH:17])([CH3:15])[CH3:16])=[CH:4][C:5]([C:6]([O:8][CH3:9])=[O:7])=[CH:10][C:11]=1[Br:18]. Yield: 26.9%. Product: NC1=C(C=C(C(=O)OC)C=C1NCC(C)(C)O)Br (Methy 4-amino-3-bromo-5-[(2-hydroxy-2-methylpropyl)amino]benzoate). Run in C(Cl)Cl (DCM). Procedure: To a solution of methy 4-amino-3-[(2-hydroxy-2-methylpropyl)amino]benzoate (1.5 g, 6.30 mmol) in DCM (12.59 mL) added bromine (0.324 mL, 6.30 mmol) drop-wise. The reaction was complete upon total addition of bromine. Reaction mixture was quenched with sodium sulfite and diluted with EtOAc. The aqueous layer was washed with EtOAc (3×). The combined organics were dried over magnesium sulfate, filtered and concentrated. Purification by reverse phase HPLC (C-18, 95% water/acetonitrile→5% water/aceto... The reactants are NC1=C(C=C(C(=O)OC)C=C1)NCC(C)(C)O (methy 4-amino-3-[(2-hydroxy-2-methylpropyl)amino]benzoate), BrBr (bromine), BrBr (bromine).